This data is from the Open Reaction Database (ORD), a public repository of structured organic reaction records. The task is: describe an organic reaction: reactants, conditions, products, and yield The reactants are OC(COC)C1CN(C[C@H](C1)N(CC(C)C)C(=O)C1=NC2=C(N1CCCCOC)C=CC=C2)C(=O)OC(C)(C)C (tert-Butyl (5S)-3-(1-hydroxy-2-methoxyethyl)-5-[{[1-(4-methoxybutyl)-1H-benzimidazol-2-yl]carbonyl}(2-methylpropyl)amino]piperidine-1-carboxylate), CO.Cl (hydrogen chloride methanol). Conditions: time 3 hour. The product is Cl.Cl.OC(COC)[C@@H]1C[C@@H](CNC1)N(C(=O)C1=NC2=C(N1CCCCOC)C=CC=C2)CC(C)C (N-[(3S,5R)-5-(1-hydroxy-2-methoxyethyl)piperidin-3-yl]-1-(4-methoxybutyl)-N-(2-methylpropyl)-1H-benzimidazole-2-carboxamide dihydrochloride). As a reaction SMILES: [OH:1][CH:2]([CH:6]1[CH2:11][C@H:10]([N:12]([C:17]([C:19]2[N:23]([CH2:24][CH2:25][CH2:26][CH2:27][O:28][CH3:29])[C:22]3[CH:30]=[CH:31][CH:32]=[CH:33][C:21]=3[N:20]=2)=[O:18])[CH2:13][CH:14]([CH3:16])[CH3:15])[CH2:9][N:8](C(OC(C)(C)C)=O)[CH2:7]1)[CH2:3][O:4][CH3:5].CO.[ClH:43]>>[ClH:43].[ClH:43].[OH:1][CH:2]([C@H:6]1[CH2:7][NH:8][CH2:9][C@@H:10]([N:12]([CH2:13][CH:14]([CH3:16])[CH3:15])[C:17]([C:19]2[N:23]([CH2:24][CH2:25][CH2:26][CH2:27][O:28][CH3:29])[C:22]3[CH:30]=[CH:31][CH:32]=[CH:33][C:21]=3[N:20]=2)=[O:18])[CH2:11]1)[CH2:3][O:4][CH3:5] |f:1.2,3.4.5|. Procedure: tert-Butyl (5S)-3-(1-hydroxy-2-methoxyethyl)-5-[{[1-(4-methoxybutyl)-1H-benzimidazol-2-yl]carbonyl}(2-methylpropyl)amino]piperidine-1-carboxylate (150 mg) was dissolved in 10-20%-hydrogen chloride methanol solution (10 ml), and the mixture was stirred at room temperature for 3 hr. The solvent was evaporated under reduced pressure to give the object product (140 mg). The reactants are CC(C)CNc1c([N+](=O)[O-])cnc2ccccc12, CCO. Product: CC(C)CNc1c(N)cnc2ccccc12. As a reaction SMILES: [CH2:1]([CH:2]([CH3:3])[CH3:4])[NH:5][c:6]1[c:7]([N+:16]([O-:17])=[O:18])[cH:8][n:9][c:10]2[cH:11][cH:12][cH:13][cH:14][c:15]12.[CH3:19][CH2:20][OH:21]>>[CH2:1]([CH:2]([CH3:3])[CH3:4])[NH:5][c:6]1[c:7]([NH2:16])[cH:8][n:9][c:10]2[cH:11][cH:12][cH:13][cH:14][c:15]12. Starting materials: NC1=C(C=C(C=C1)C1=C(C=CC=C1C(=O)N1CCCC1)C)C=O (4-amino-2′-methyl-6′-(pyrrolidine-1-carbonyl)biphenyl-3-carbaldehyde), [OH-].[K+] (KOH), C1(=CCCC1)CC#N (1-cyclopenteneacetonitrile). Run in CS(=O)C (DMSO). The product is NC1=NC2=CC=C(C=C2C=C1C1=CCCC1)C1=C(C=CC=C1C)C(=O)N1CCCC1 ((2-(2-amino-3-cyclopentenylquinolin-6-yl)-3-methylphenyl)(pyrrolidin-1-yl)methanone). RXN SMILES: [NH2:1][C:2]1[CH:7]=[CH:6][C:5]([C:8]2[C:13]([C:14]([N:16]3[CH2:20][CH2:19][CH2:18][CH2:17]3)=[O:15])=[CH:12][CH:11]=[CH:10][C:9]=2[CH3:21])=[CH:4][C:3]=1[CH:22]=O.[OH-].[K+].[C:26]1([CH2:31][C:32]#[N:33])[CH2:30][CH2:29][CH2:28][CH:27]=1>CS(C)=O>[NH2:33][C:32]1[C:31]([C:26]2[CH2:30][CH2:29][CH2:28][CH:27]=2)=[CH:22][C:3]2[C:2](=[CH:7][CH:6]=[C:5]([C:8]3[C:9]([CH3:21])=[CH:10][CH:11]=[CH:12][C:13]=3[C:14]([N:16]3[CH2:20][CH2:19][CH2:18][CH2:17]3)=[O:15])[CH:4]=2)[N:1]=1 |f:1.2|. Procedure details: A solution of 4-amino-2′-methyl-6′-(pyrrolidine-1-carbonyl)biphenyl-3-carbaldehyde (0.040 g, 0.13 mmol, prepared as in Example 57, Steps 2-5), KOH (10.9 mg, 0.195 mmol) (11 M solution, 18 uL), 1-cyclopenteneacetonitrile (0.022 mL, 0.20 mmol) and DMSO (0.8 mL) was heated in a Biotage microwave at 140° C. for 5 min. LCMS indicated good conversion to desired product. The crude material was purified by prep HPLC (21-60% CH3CN/water modified with 0.1% TFA), and again by prep HPLC (10-90% CH3CN/water ... As a reaction SMILES: [C:1]([Si:2]([CH3:3])([CH3:4])[O:6][CH2:7][c:8]1[cH:9][cH:10][cH:11][c:12]([O:14][CH2:15][CH:16]2[N:17]([C:22](=[O:23])[O:24][C:25]([CH3:26])([CH3:27])[CH3:28])[CH2:18][CH2:19][CH2:20][CH2:21]2)[n:13]1)([CH3:5])([CH3:29])[CH3:30].[CH2:49]1[O:50][CH2:51][CH2:52][CH2:53]1.[CH3:32][CH2:33][CH2:34][CH2:35][N+:36]([CH2:37][CH2:38][CH2:39][CH3:40])([CH2:41][CH2:42][CH2:43][CH3:44])[CH2:45][CH2:46][CH2:47][CH3:48].[F-:31]>>[OH:6][CH2:7][c:8]1[cH:9][cH:10][cH:11][c:12]([O:14][CH2:15][CH:16]2[N:17]([C:22](=[O:23])[O:24][C:25]([CH3:26])([CH3:27])[CH3:28])[CH2:18][CH2:19][CH2:20][CH2:21]2)[n:13]1. Reactants: CC(C)(C)OC(=O)N1CCCCC1COc1cccc(CO[Si](C)(C)C(C)(C)C)n1, C1CCOC1, CCCC[N+](CCCC)(CCCC)CCCC, [F-]. Product: CC(C)(C)OC(=O)N1CCCCC1COc1cccc(CO)n1.